This data is from the Open Reaction Database (ORD), a public repository of structured organic reaction records. The task is: describe an organic reaction: reactants, conditions, products, and yield The reactants are C1(=CC=CC=C1)OC(=N)N1CC(CC1)CC(=O)N1CCC(CC1)C1C2=C(CCC=3C1=NC=C(C3)Br)C=C(C=C2Cl)Cl (Phenyl-3-[2-[4-(3-bromo-8,10-dichloro-6,11-dihydro-5H-benzo[5,6]cyclohepta[1,2-b]pyridin-11-yl)-1-piperidinyl]-2-oxoethyl]-1-pyrrolidinecarboximidate), Cl.NO (hydroxylamine hydrochloride), [OH-].[Na+] (NaOH), NO (hydroxylamine). Reaction conditions: temperature 25 celsius, time 18 hour. Reported procedure: Dissolve the product of Example 9 (1 equivalent) in CH3OH. Prepare an aqueous solution of hydroxylamine by dissolving hydroxylamine hydrochloride (1 equivalent) in 50% (w/v) NaOH (1 equivalent) and add to the mixture; stir at 25° C. for 18 h. Evaporate the solution to dryness and triturate with water. Filter off the solid and purify on silica gel to give the title compound. The product is BrC=1C=C2C(=NC1)C(C1=C(CC2)C=C(C=C1Cl)Cl)C1CCN(CC1)C(CC1CN(CC1)C(NO)=N)=O (3-[2-[4-(3-Bromo-8,10-dichloro-6,11-dihydro-5H-benzo[5,6]cyclohepta[1,2-b]pyridin-11-yl)-1-piperidinyl]-2-oxoethyl]-N-hydroxy-1-pyrrolidinecarboximidamide). The solvent is CO (CH3OH). RXN SMILES: C1(O[C:8]([N:10]2[CH2:14][CH2:13][CH:12]([CH2:15][C:16]([N:18]3[CH2:23][CH2:22][CH:21]([CH:24]4[C:30]5=[N:31][CH:32]=[C:33]([Br:35])[CH:34]=[C:29]5[CH2:28][CH2:27][C:26]5[CH:36]=[C:37]([Cl:41])[CH:38]=[C:39]([Cl:40])[C:25]4=5)[CH2:20][CH2:19]3)=[O:17])[CH2:11]2)=[NH:9])C=CC=CC=1.[NH2:42][OH:43].Cl.NO.[OH-].[Na+]>CO>[Br:35][C:33]1[CH:34]=[C:29]2[CH2:28][CH2:27][C:26]3[CH:36]=[C:37]([Cl:41])[CH:38]=[C:39]([Cl:40])[C:25]=3[CH:24]([CH:21]3[CH2:20][CH2:19][N:18]([C:16](=[O:17])[CH2:15][CH:12]4[CH2:13][CH2:14][N:10]([C:8](=[NH:9])[NH:42][OH:43])[CH2:11]4)[CH2:23][CH2:22]3)[C:30]2=[N:31][CH:32]=1 |f:2.3,4.5|. Reaction SMILES: [CH3:1][C:2]1[N:7]=[C:6]2[S:8][C:9]3[CH2:13][CH2:12][CH2:11][C:10]=3[C:5]2=[C:4]([CH2:14][C:15]2[CH:20]=[CH:19][C:18]([O:21][CH3:22])=[CH:17][CH:16]=2)[C:3]=1[CH2:23][C:24]([O:26][CH3:27])=[O:25].[Li+].C[Si]([N-][Si](C)(C)C)(C)C.[CH2:38]1[CH2:42]OC[CH2:39]1.ICCC>CN(C=O)C>[CH3:1][C:2]1[N:7]=[C:6]2[S:8][C:9]3[CH2:13][CH2:12][CH2:11][C:10]=3[C:5]2=[C:4]([CH2:14][C:15]2[CH:20]=[CH:19][C:18]([O:21][CH3:22])=[CH:17][CH:16]=2)[C:3]=1[CH:23]([CH2:39][CH2:38][CH3:42])[C:24]([O:26][CH3:27])=[O:25] |f:1.2|. Procedure details: This compound was prepared according to the procedure C from Methyl [2-methyl-4-(p-anisyl)-6,7-dihydro-5H-cyclopenta[4,5]thieno[2,3-b]pyridin-3-yl]acetate (0.245 g; 0.667 mmol), LHMDS 1N in THF (0.733 mL; 0.733 mmol), 1-iodopropane (0.098 mL; 1.000 mmol) in DMF (2.6 mL) for 18 h. The reactants are CC1=C(C(=C2C(=N1)SC1=C2CCC1)CC1=CC=C(C=C1)OC)CC(=O)OC (Methyl [2-methyl-4-(p-anisyl)-6,7-dihydro-5H-cyclopenta[4,5]thieno[2,3-b]pyridin-3-yl]acetate), [Li+].C[Si](C)(C)[N-][Si](C)(C)C (LHMDS), C1CCOC1 (THF), ICCC (1-iodopropane). The product is CC1=C(C(=C2C(=N1)SC1=C2CCC1)CC1=CC=C(C=C1)OC)C(C(=O)OC)CCC (Methyl 2-[2-methyl-4-(p-anisyl)-6,7-dihydro-5H-cyclopenta[4,5]thieno[2,3-b]pyridin-3-yl]pentanoate). The solvent is CN(C)C=O (DMF).